Dataset: the Open Reaction Database (ORD), a public repository of structured organic reaction records. Task: describe an organic reaction: reactants, conditions, products, and yield Starting materials: ClC1=CC(=NC=2N1N=C(C2S(=O)(=O)C=2C=C(C=CC2)C)SC)C (7-chloro-5-methyl-2-methylsulphanyl-3-(toluene-3-sulphonyl)-pyrazolo[1,5-a]pyrimidine), N (NH3). Run in CO (MeOH). Yields the product CC1=NC=2N(C(=C1)N)N=C(C2S(=O)(=O)C=2C=C(C=CC2)C)SC (5-methyl-2-methylsulphanyl-3-(toluene-3-sulphonyl)-pyrazolo[1,5-a]pyrimidine-7-ylamine). RXN SMILES: Cl[C:2]1[N:7]2[N:8]=[C:9]([S:21][CH3:22])[C:10]([S:11]([C:14]3[CH:15]=[C:16]([CH3:20])[CH:17]=[CH:18][CH:19]=3)(=[O:13])=[O:12])=[C:6]2[N:5]=[C:4]([CH3:23])[CH:3]=1.[NH3:24]>CO>[CH3:23][C:4]1[CH:3]=[C:2]([NH2:24])[N:7]2[N:8]=[C:9]([S:21][CH3:22])[C:10]([S:11]([C:14]3[CH:15]=[C:16]([CH3:20])[CH:17]=[CH:18][CH:19]=3)(=[O:13])=[O:12])=[C:6]2[N:5]=1. Procedure details: In an analogous manner to that described in Example 4)) from 7-chloro-5-methyl-2-methylsulphanyl-3-(toluene-3-sulphonyl)-pyrazolo[1,5-a]pyrimidine and NH3 in MeOH there was obtained 5-methyl-2-methylsulphanyl-3-(toluene-3-sulphonyl)-pyrazolo[1,5-a]pyrimidine-7-ylamine as colorless crystals, m.p.>2500. Reactants: [Cr](=O)(=O)([O-])Cl.[NH+]1=CC=CC=C1 (pyridinium chlorochromate), C(C)(=O)[O-].[Na+] (sodium acetate), O1C(CCCC1)O[C@H]1C[C@H]2CC[C@H]3[C@@H]4CC[C@H]([C@@H](CCCO)C)[C@]4(CC[C@@H]3[C@]2(CC1)C)C (3α-(2-tetrahydropyranyloxy)-24-hydroxy-5β-cholane). Run in ClCCl (dichloromethane), ClCCl (dichloromethane). The product is O1C(CCCC1)O[C@H]1C[C@H]2CC[C@H]3[C@@H]4CC[C@H]([C@@H](CCC=O)C)[C@]4(CC[C@@H]3[C@]2(CC1)C)C (3α-(2-Tetrahydropyranyloxy)-24-oxo-5β-cholane). The yield is 80.5%. As a reaction SMILES: [Cr](Cl)([O-])(=O)=O.[NH+]1C=CC=CC=1.C([O-])(=O)C.[Na+].[O:17]1[CH2:22][CH2:21][CH2:20][CH2:19][CH:18]1[O:23][C@@H:24]1[CH2:46][CH2:45][C@@:44]2([CH3:47])[C@H:26]([CH2:27][CH2:28][C@@H:29]3[C@@H:43]2[CH2:42][CH2:41][C@@:40]2([CH3:48])[C@H:30]3[CH2:31][CH2:32][C@@H:33]2[C@H:34]([CH3:39])[CH2:35][CH2:36][CH2:37][OH:38])[CH2:25]1>ClCCl>[O:17]1[CH2:22][CH2:21][CH2:20][CH2:19][CH:18]1[O:23][C@@H:24]1[CH2:46][CH2:45][C@@:44]2([CH3:47])[C@H:26]([CH2:27][CH2:28][C@@H:29]3[C@@H:43]2[CH2:42][CH2:41][C@@:40]2([CH3:48])[C@H:30]3[CH2:31][CH2:32][C@@H:33]2[C@H:34]([CH3:39])[CH2:35][CH2:36][CH:37]=[O:38])[CH2:25]1 |f:0.1,2.3|. Reported procedure: A suspension comprising a mixture of 221 mg of pyridinium chlorochromate (C5H5N+HCrO3Cl-) and 8.3 mg of sodium acetate in 1 ml of dichloromethane was prepared. To the suspension, a solution of 221 mg of 3α-(2-tetrahydropyranyloxy)-24-hydroxy-5β-cholane in 4 ml of dichloromethane was added at one time in an argon stream under stirring. After stirring for 3 hours, the supernatant of the reaction mixture was separated by decantation, and the precipitate was washed with dichloromethane three times. ... The reactants are ClCCl, CCOC(C)=O, COC(=O)c1c(NCCC(=O)c2cccc(F)c2)c2ccc(Cl)cc2n1C(=O)OC(C)(C)C. Yields the product COC(=O)c1[nH]c2cc(Cl)ccc2c1NCCC(=O)c1cccc(F)c1. As a reaction SMILES: [CH2:34]([Cl:35])[Cl:36].[CH3:37][CH2:38][O:39][C:40](=[O:41])[CH3:42].[F:1][c:2]1[cH:3][c:4]([C:5]([CH2:6][CH2:7][NH:8][c:9]2[c:10]([C:26](=[O:27])[O:28][CH3:29])[n:11]([C:19]([O:20][C:21]([CH3:22])([CH3:23])[CH3:24])=[O:25])[c:12]3[cH:13][c:14]([Cl:18])[cH:15][cH:16][c:17]23)=[O:30])[cH:31][cH:32][cH:33]1>>[F:1][c:2]1[cH:3][c:4]([C:5]([CH2:6][CH2:7][NH:8][c:9]2[c:10]([C:26](=[O:27])[O:28][CH3:29])[nH:11][c:12]3[cH:13][c:14]([Cl:18])[cH:15][cH:16][c:17]23)=[O:30])[cH:31][cH:32][cH:33]1. Reactants: NS(=O)(=O)c1cccc2cncc(Br)c12, CN(C)C=O, CCOC(C)=O, ClCCCN1CC=C(c2ccccc2)CC1, [H-], [Na+], [Na], O, O=S1(=O)Nc2cncc3cccc1c23. The product is O=S1(=O)c2cccc3cncc(c23)N1CCCN1CC=C(c2ccccc2)CC1. Reaction SMILES: [Br:32][c:33]1[c:34]2[c:35]([cH:36][cH:37][cH:38][c:39]2[S:40]([NH2:41])(=[O:42])=[O:43])[cH:44][n:45][cH:46]1.[CH3:49][N:50]([CH3:51])[CH:52]=[O:53].[CH3:54][CH2:55][O:56][C:57](=[O:58])[CH3:59].[Cl:1][CH2:2][CH2:3][CH2:4][N:5]1[CH2:6][CH2:7][C:8]([c:11]2[cH:12][cH:13][cH:14][cH:15][cH:16]2)=[CH:9][CH2:10]1.[H-:47].[Na+:48].[Na:17].[OH2:60].[S:18]1(=[O:30])(=[O:31])[NH:19][c:20]2[cH:21][n:22][cH:23][c:24]3[cH:25][cH:26][cH:27][c:28]1[c:29]23>>[CH2:2]([CH2:3][CH2:4][N:5]1[CH2:6][CH2:7][C:8]([c:11]2[cH:12][cH:13][cH:14][cH:15][cH:16]2)=[CH:9][CH2:10]1)[N:19]1[S:18](=[O:30])(=[O:31])[c:28]2[cH:27][cH:26][cH:25][c:24]3[cH:23][n:22][cH:21][c:20]1[c:29]32. Starting materials: C(C)(C)(C)OC(NC1=C(C=C(C=C1)C=1C=NC(=CC1)OCC1=CC=CC=C1)N)=O ([2-amino-4-(6-benzyloxy-pyridin-3-yl)-phenyl]-carbamic acid tert.-butyl ester), N1(C=NC=C1)C=1C=C(C=CC1)C1=CC(OC(O1)(C)C)=O (6-(3-imidazol-1-yl-phenyl)-2,2-dimethyl-[1,3]dioxin-4-one). Yields the product C(C)(C)(C)OC(NC1=C(C=C(C=C1)C=1C=NC(=CC1)OCC1=CC=CC=C1)NC(CC(=O)C1=CC(=CC=C1)N1C=NC=C1)=O)=O ({4-(6-Benzyloxy-pyridin-3-yl)-2-[3-(3-imidazol-1-yl-phenyl)-3-oxo-propionylamino]-phenyl}-carbamic acid tert.-butyl ester). Yield: 69.2%. Reaction SMILES: [C:1]([O:5][C:6](=[O:29])[NH:7][C:8]1[CH:13]=[CH:12][C:11]([C:14]2[CH:15]=[N:16][C:17]([O:20][CH2:21][C:22]3[CH:27]=[CH:26][CH:25]=[CH:24][CH:23]=3)=[CH:18][CH:19]=2)=[CH:10][C:9]=1[NH2:28])([CH3:4])([CH3:3])[CH3:2].[N:30]1([C:35]2[CH:36]=[C:37]([C:41]3[O:46]C(C)(C)[O:44][C:43](=O)[CH:42]=3)[CH:38]=[CH:39][CH:40]=2)[CH:34]=[CH:33][N:32]=[CH:31]1>>[C:1]([O:5][C:6](=[O:29])[NH:7][C:8]1[CH:13]=[CH:12][C:11]([C:14]2[CH:15]=[N:16][C:17]([O:20][CH2:21][C:22]3[CH:23]=[CH:24][CH:25]=[CH:26][CH:27]=3)=[CH:18][CH:19]=2)=[CH:10][C:9]=1[NH:28][C:43](=[O:44])[CH2:42][C:41]([C:37]1[CH:38]=[CH:39][CH:40]=[C:35]([N:30]2[CH:34]=[CH:33][N:32]=[CH:31]2)[CH:36]=1)=[O:46])([CH3:4])([CH3:2])[CH3:3]. Procedure: Prepared from [2-amino-4-(6-benzyloxy-pyridin-3-yl)-phenyl]-carbamic acid tert.-butyl ester (Example G30) (196 mg, 0.5 mmol) and 6-(3-imidazol-1-yl-phenyl)-2,2-dimethyl-[1,3]dioxin-4-one (Example J10) (229 mg, 0.85 mmol) according to the general procedure K. Obtained as a yellow solid (209 mg). Starting materials: S(=O)(=O)(C)O (MsOH), ClC=1C=C(C(=C(C1)SCC(CC(=O)OC)=O)F)OC (methyl 4-((5-chloro-2-fluoro-3-methoxyphenyl)sulfanyl)-3-oxobutanoate), ice water. Run at temperature 0 celsius, time 20 minute. The product is COC(CC1=CSC2=C1C(=CC(=C2F)OC)Cl)=O (Methyl(4-chloro-7-fluoro-6-methoxy-1-benzothiophen-3-yl)acetate). Yield: 89.8%. As a reaction SMILES: S(O)(C)(=O)=O.[Cl:6][C:7]1[CH:8]=[C:9]([O:23][CH3:24])[C:10]([F:22])=[C:11]([S:13][CH2:14][C:15](=O)[CH2:16][C:17]([O:19][CH3:20])=[O:18])[CH:12]=1>>[CH3:20][O:19][C:17](=[O:18])[CH2:16][C:15]1[C:12]2[C:7]([Cl:6])=[CH:8][C:9]([O:23][CH3:24])=[C:10]([F:22])[C:11]=2[S:13][CH:14]=1. Procedure: MsOH (4.0 mL) was added to methyl 4-((5-chloro-2-fluoro-3-methoxyphenyl)sulfanyl)-3-oxobutanoate (400 mg) at 0° C. After stirring at 0° C. for 20 min, the mixture was warmed to room temperature and stirred for 2 h. The mixture was poured into ice water at 0° C. and extracted with EtOAc. The organic layer was separated, washed successively with saturated aqueous NaHCO3 and brine, dried over MgSO4 and concentrated in vacuo. The residue was purified by silica gel column chromatography (EtOAc/hexane... Reactants: C(C)(C)(C)OC(NC(CC)C(O)C=1OC2=C(N1)C=CC=C2)=O ([1-(Benzooxazol-2-yl-hydroxy-methyl)-propyl]-carbamic acid tert-butyl ester), C(=O)(C(F)(F)F)O (TFA). The solvent is C(Cl)Cl (MeCl2). Conditions: time 1 hour. Yields the product OC(=O)C(F)(F)F.NC(C(=O)C=1OC2=C(N1)C=CC=C2)CC (2-amino-1-benzooxazol-2-yl-butan-1-one TFA salt). As a reaction SMILES: C(OC(=O)[NH:7][CH:8]([CH:11]([C:13]1[O:14][C:15]2[CH:21]=[CH:20][CH:19]=[CH:18][C:16]=2[N:17]=1)[OH:12])[CH2:9][CH3:10])(C)(C)C.[C:23]([OH:29])([C:25]([F:28])([F:27])[F:26])=[O:24]>C(Cl)Cl>[OH:29][C:23]([C:25]([F:28])([F:27])[F:26])=[O:24].[NH2:7][CH:8]([CH2:9][CH3:10])[C:11]([C:13]1[O:14][C:15]2[CH:21]=[CH:20][CH:19]=[CH:18][C:16]=2[N:17]=1)=[O:12] |f:3.4|. Procedure details: [1-(Benzooxazol-2-yl-hydroxy-methyl)-propyl]-carbamic acid tert-butyl ester (275 mg, 0.89 mmol) and MeCl2 (5 ml) were mixed and TFA (1 ml) was added at room temperature. After stirring for 1 hour, the solvent and excess TFA were removed under vacuum to produce 260 mg of 2-amino-1-benzooxazol-2-yl-butan-1-one TFA salt. The reactants are CCCOC(=O)NCCCN(C)C, C1CCOC1, O=C(O)c1ccccc1. Yields the product CCCOC(=O)NCCC[NH+](C)C, O=C([O-])c1ccccc1. As a reaction SMILES: [CH2:1]([CH2:2][CH3:3])[O:4][C:5]([NH:6][CH2:7][CH2:8][CH2:9][N:10]([CH3:11])[CH3:12])=[O:13].[O:23]1[CH2:24][CH2:25][CH2:26][CH2:27]1.[OH:14][C:15](=[O:16])[c:17]1[cH:18][cH:19][cH:20][cH:21][cH:22]1>>[CH2:1]([CH2:2][CH3:3])[O:4][C:5]([NH:6][CH2:7][CH2:8][CH2:9][NH+:10]([CH3:11])[CH3:12])=[O:13].[O:14]=[C:15]([O-:16])[c:17]1[cH:18][cH:19][cH:20][cH:21][cH:22]1. Reactants: ClC1=C(C=CC=C1S(=O)(=O)C)C=1CCN(CC1)CC (4-[2-chloro-3-(methylsulfonyl)phenyl]-1-ethyl-1,2,3,6-tetrahydropyridine), amine, Cl (hydrochlorid). The reagents and catalysts are [Pt]=O (platinum oxide). Solvent: CO (methanol). Product: ClC1=C(C=CC=C1S(=O)(=O)C)C1CCN(CC1)CC (4-[2-CHLORO-3-(METHYLSULFONYL)PHENYL]-1-ETHYLPIPERIDINE). Reaction SMILES: [Cl:1][C:2]1[C:7]([S:8]([CH3:11])(=[O:10])=[O:9])=[CH:6][CH:5]=[CH:4][C:3]=1[C:12]1[CH2:13][CH2:14][N:15]([CH2:18][CH3:19])[CH2:16][CH:17]=1.Cl>[Pt]=O.CO>[Cl:1][C:2]1[C:7]([S:8]([CH3:11])(=[O:10])=[O:9])=[CH:6][CH:5]=[CH:4][C:3]=1[CH:12]1[CH2:17][CH2:16][N:15]([CH2:18][CH3:19])[CH2:14][CH2:13]1. Procedure details: Preparation according to Example 3: 4-[2-chloro-3-(methylsulfonyl)phenyl]-1-ethyl-1,2,3,6-tetrahydropyridine (0.6 g, 2.0 mmol), methanol (25 ml), platinum oxide (0.15 g). Yield: 0.35 g (58%). The amine was converted to hydrochlorid acid salt and recrystallized from ethanol/diisopropyl ether: M.p. 264-265° C. MS m/z (relative intensity, 70 eV) 301 (M+, 6), 301 (13), 300 (11), 288 (35) 286 (bp). Starting materials: C1=C(C=CC2=CC=CC=C12)C(=O)Cl (2-Naphthoyl chloride), [S-]C#N.[NH4+] (ammonium thiocyanate), NC1=CC=C(C(=O)OCCCC)C=C1 (Butyl 4-aminobenzoate). The solvent is CC(=O)C (acetone). Run at time 1 hour. The product is C(CCC)OC(C1=CC=C(C=C1)NC(=S)NC(=O)C1=CC2=CC=CC=C2C=C1)=O (4-[3-(Naphthalene-2-carbonyl)-thioureido]-benzoic Acid Butyl Ester). Reaction SMILES: [CH:1]1[C:10]2[C:5](=[CH:6][CH:7]=[CH:8][CH:9]=2)[CH:4]=[CH:3][C:2]=1[C:11](Cl)=[O:12].[S-:14][C:15]#[N:16].[NH4+].[NH2:18][C:19]1[CH:31]=[CH:30][C:22]([C:23]([O:25][CH2:26][CH2:27][CH2:28][CH3:29])=[O:24])=[CH:21][CH:20]=1>CC(C)=O>[CH2:26]([O:25][C:23](=[O:24])[C:22]1[CH:21]=[CH:20][C:19]([NH:18][C:15]([NH:16][C:11]([C:2]2[CH:3]=[CH:4][C:5]3[C:10](=[CH:9][CH:8]=[CH:7][CH:6]=3)[CH:1]=2)=[O:12])=[S:14])=[CH:31][CH:30]=1)[CH2:27][CH2:28][CH3:29] |f:1.2|. Procedure details: 2-Naphthoyl chloride (190 mg, 1 mmol) is added to a solution of ammonium thiocyanate (200 mg, about 3 mmol) in acetone (5 ml) and stirred at room temperature for 1 hour. Butyl 4-aminobenzoate (180 mg, 0.93 mmol) is added to the reaction mixture. Stirring is continued overnight at room temperature. The solid, which forms is filtered and washed with water (2×5 ml) followed by acetone/hexane (3:1) (2×10 ml) and dried.